From a dataset of the Open Reaction Database (ORD), a public repository of structured organic reaction records. describe an organic reaction: reactants, conditions, products, and yield Starting materials: [N+](=O)([O-])C1=CC=C(C=C1)NC=1C=NC=NC1 (5-[(4-nitrophenyl) amino]pyrimidine), FC1=CC=C(C=C1)[N+](=O)[O-] (4-fluoronitrobenzene). Yields the product [N+](=O)([O-])C1=CC=C(C=C1)N(C=1C=NC=NC1)C1=CC=C(C=C1)[N+](=O)[O-] (5-[Bis (4-nitrophenyl) amino]pyrimidine). Reaction SMILES: [N+:1]([C:4]1[CH:9]=[CH:8][C:7]([NH:10][C:11]2[CH:12]=[N:13][CH:14]=[N:15][CH:16]=2)=[CH:6][CH:5]=1)([O-:3])=[O:2].F[C:18]1[CH:23]=[CH:22][C:21]([N+:24]([O-:26])=[O:25])=[CH:20][CH:19]=1>>[N+:1]([C:4]1[CH:5]=[CH:6][C:7]([N:10]([C:18]2[CH:23]=[CH:22][C:21]([N+:24]([O-:26])=[O:25])=[CH:20][CH:19]=2)[C:11]2[CH:16]=[N:15][CH:14]=[N:13][CH:12]=2)=[CH:8][CH:9]=1)([O-:3])=[O:2]. Reported procedure: Starting compounds: 5-[(4-nitrophenyl) amino]pyrimidine and 4-fluoronitrobenzene